This data is from the Open Reaction Database (ORD), a public repository of structured organic reaction records. The task is: describe an organic reaction: reactants, conditions, products, and yield Starting materials: Cl (hydrochloric acid), Cl (hydrochloric acid), Cl (hydrochloric acid), C(C1=CC=CC=C1)N1N=CC(=C1)C=1C=C(C(=NC1)OC)NC1=NC=C(C(=N1)N[C@@H](C)C1=NC=C(C=C1)F)C ((S)—N2-(5-(1-benzyl-1H-pyrazol-4-yl)-2-methoxypyridin-3-yl)-N4-(1-(5-fluoropyridin-2-yl)ethyl)-5-methylpyrimidine-2,4-diamine). The reagents and catalysts are [OH-].[OH-].[Pd+2] (palladium hydroxide on carbon), [Pd] (palladium), [OH-].[OH-].[Pd+2] (palladium hydroxide on carbon). Run in CO.O1CCCC1 (methanol tetrahydrofuran). Reaction conditions: temperature 50 celsius, time 8 hour. The product is FC=1C=CC(=NC1)[C@H](C)NC1=NC(=NC=C1C)NC=1C(=NC=C(C1)C=1C=NNC1)OC ((S)—N4-(1-(5-Fluoropyridin-2-yl)ethyl)-N2-(2-methoxy-5-(1H-pyrazol-4-yl)pyridin-3-yl)-5-methylpyrimidine-2,4-diamine). Yield: 94.0%. Reaction SMILES: Cl.C([N:9]1[CH:13]=[C:12]([C:14]2[CH:15]=[C:16]([NH:22][C:23]3[N:28]=[C:27]([NH:29][C@H:30]([C:32]4[CH:37]=[CH:36][C:35]([F:38])=[CH:34][N:33]=4)[CH3:31])[C:26]([CH3:39])=[CH:25][N:24]=3)[C:17]([O:20][CH3:21])=[N:18][CH:19]=2)[CH:11]=[N:10]1)C1C=CC=CC=1>[Pd].[OH-].[OH-].[Pd+2].CO.O1CCCC1>[F:38][C:35]1[CH:36]=[CH:37][C:32]([C@@H:30]([NH:29][C:27]2[C:26]([CH3:39])=[CH:25][N:24]=[C:23]([NH:22][C:16]3[C:17]([O:20][CH3:21])=[N:18][CH:19]=[C:14]([C:12]4[CH:11]=[N:10][NH:9][CH:13]=4)[CH:15]=3)[N:28]=2)[CH3:31])=[N:33][CH:34]=1 |f:3.4.5,6.7|. Procedure: 5N Aqueous hydrochloric acid solution (0.126 mL, 0.63 mmol) and 20% palladium hydroxide on carbon (0.07 g, 0.50 mmol) were added to a solution of (S)—N2-(5-(1-benzyl-1H-pyrazol-4-yl)-2-methoxypyridin-3-yl)-N4-(1-(5-fluoropyridin-2-yl)ethyl)-5-methylpyrimidine-2,4-diamine (Preparation 9a, 0.214 g, 0.42 mmol) in a 1:1 mixture of methanol/tetrahydrofuran (4 mL) and the reaction mixture was stirred at 50° C. overnight under a hydrogen atmosphere. Further 5N aqueous hydrochloric acid solution (0.126 ... The reactants are O=C(c1ncc[nH]1)c1ncc[nH]1, CCN(C(C)C)C(C)C, ClCCl, COc1ccc(CC2(C(=O)NC(Cc3ccc(N)cc3)C(=O)O)CCCC2)cc1, O=C1OC(=O)c2cnccc21. Yields the product COc1ccc(CC2(C(=O)NC(Cc3ccc(N4C(=O)c5ccncc5C4=O)cc3)C(=O)O)CCCC2)cc1. As a reaction SMILES: [C:50]([c:51]1[nH:52][cH:53][cH:54][n:55]1)([c:56]1[nH:57][cH:58][cH:59][n:60]1)=[O:61].[CH:30]([N:31]([CH2:32][CH3:33])[CH:34]([CH3:35])[CH3:36])([CH3:37])[CH3:38].[Cl:62][CH2:63][Cl:64].[NH2:1][c:2]1[cH:3][cH:4][c:5]([CH2:6][CH:7]([NH:8][C:9](=[O:10])[C:11]2([CH2:16][c:17]3[cH:18][cH:19][c:20]([O:23][CH3:24])[cH:21][cH:22]3)[CH2:12][CH2:13][CH2:14][CH2:15]2)[C:25](=[O:26])[OH:27])[cH:28][cH:29]1.[n:39]1[cH:40][c:41]2[c:42]([cH:43][cH:44]1)[C:45](=[O:46])[O:47][C:48]2=[O:49]>>[N:1]1([c:2]2[cH:3][cH:4][c:5]([CH2:6][CH:7]([NH:8][C:9](=[O:10])[C:11]3([CH2:16][c:17]4[cH:18][cH:19][c:20]([O:23][CH3:24])[cH:21][cH:22]4)[CH2:12][CH2:13][CH2:14][CH2:15]3)[C:25](=[O:26])[OH:27])[cH:28][cH:29]2)[C:45](=[O:46])[c:42]2[c:41]([cH:40][n:39][cH:44][cH:43]2)[C:48]1=[O:47]. Starting materials: OCC=1C=C(C=C(C1)C(C#N)(C)C)C(C#N)(C)C (2,2'-(5-hydroxymethyl-1,3-phenylene)di-(2-methylpropiononitrile)), N1=CC=CC=C1 (pyridine), S(=O)(Cl)Cl (thionyl chloride). The solvent is ClCCl (dichloromethane). Conditions: time 2 hour. The product is ClCC=1C=C(C=C(C1)C(C#N)(C)C)C(C#N)(C)C (2,2'-(5-chloromethyl-1,3-phenylene)di(2-methylpropiononitrile)). Reaction SMILES: O[CH2:2][C:3]1[CH:4]=[C:5]([C:14]([CH3:18])([CH3:17])[C:15]#[N:16])[CH:6]=[C:7]([C:9]([CH3:13])([CH3:12])[C:10]#[N:11])[CH:8]=1.N1C=CC=CC=1.S(Cl)([Cl:27])=O>ClCCl>[Cl:27][CH2:2][C:3]1[CH:4]=[C:5]([C:14]([CH3:18])([CH3:17])[C:15]#[N:16])[CH:6]=[C:7]([C:9]([CH3:13])([CH3:12])[C:10]#[N:11])[CH:8]=1. Reported procedure: A solution of 2,2'-(5-hydroxymethyl-1,3-phenylene)di-(2-methylpropiononitrile), (3.8 g) and pyridine (1.58 g) in dichloromethane (10 ml) was stirred, and cooled in an ice bath, while thionyl chloride (3 g) was added over 10 minutes. The solution was kept at room temperature for 2 h and then heated under reflux for 1 h and evaporated to dryness under reduced pressure The residue was partitioned between water and ethyl acetate and the organic phase was separated, dried and evaporated to dryness un... Yields the product N#N.O.Cl.Cl.COC([C@@H](NS(=O)(=O)C1=CC=CC=2C(N(C)C)=CC=CC12)CCCNC(N)=N)=O (N2 dansyl-L-arginine methyl ester dihydrochloride monohydrate). Procedure details: To an ice-cooled suspension of 1.0 gram of N2 -dansyl-L-arginine in 15 ml of methanol was added dropwise 0.5 ml of thionyl chloride with vigorous stirring. After being allowed to stand for 2 hours at room temperature, the reaction mixture was refluxed for 2 hours, and was evaporated to dryness (syrup). Treatment of the residual syrup with cold ethyl ether and a small amount of water gave crude crystals. After recrystallization from methanol-ethyl ether, colorless N2 -dansyl-L-arginine methyl est... Yield: 92.0%. RXN SMILES: [N:1]#[N:2].[S:3]([NH:19][C@H:20]([C:28]([OH:30])=[O:29])[CH2:21][CH2:22][CH2:23][NH:24][C:25](=[NH:27])[NH2:26])([C:6]1[C:18]2[CH:17]=[CH:16][CH:15]=[C:11]([N:12]([CH3:14])[CH3:13])[C:10]=2[CH:9]=[CH:8][CH:7]=1)(=[O:5])=[O:4].S(Cl)([Cl:33])=O.[CH3:35]O>>[N:1]#[N:2].[OH2:4].[ClH:33].[ClH:33].[CH3:35][O:29][C:28](=[O:30])[C@H:20]([CH2:21][CH2:22][CH2:23][NH:24][C:25](=[NH:26])[NH2:27])[NH:19][S:3]([C:6]1[C:18]2[CH:17]=[CH:16][CH:15]=[C:11]([N:12]([CH3:13])[CH3:14])[C:10]=2[CH:9]=[CH:8][CH:7]=1)(=[O:4])=[O:5] |f:0.1,4.5.6.7.8|. Starting materials: ice, N#N.S(=O)(=O)(C1=CC=CC=2C(N(C)C)=CC=CC12)N[C@@H](CCCNC(N)=N)C(=O)O (N2 dansyl-L-arginine), CO (methanol), S(=O)(Cl)Cl (thionyl chloride). Conditions: time 2 hour. Starting materials: ClC1=CC=C(C=C1)SC=1C2=C(N3CCCC(C13)CC(=O)OCC)N=CC=C2S(=O)(=O)C (ethyl [5-[(4-chlorophenyl)thio]-4-(methylsulfonyl)-6,7,8,9-tetrahydropyrido[3,2-b]indolizin-6-yl]acetate), [OH-].[Na+] (NaOH). The solvent is TBF MeOH. Reaction conditions: time 18 hour. Yields the product ClC1=CC=C(C=C1)SC=1C2=C(N3CCCC(C13)CC(=O)O)N=CC=C2S(=O)(=O)C ([5-[(4-chlorophenyl)thio]-4-(methylsulfonyl)-6,7,8,9-tetrahydropyrido [3,2-b]indolizin-6-yl]acetic acid). RXN SMILES: [Cl:1][C:2]1[CH:7]=[CH:6][C:5]([S:8][C:9]2[C:10]3[C:27]([S:28]([CH3:31])(=[O:30])=[O:29])=[CH:26][CH:25]=[N:24][C:11]=3[N:12]3[C:17]=2[CH:16]([CH2:18][C:19]([O:21]CC)=[O:20])[CH2:15][CH2:14][CH2:13]3)=[CH:4][CH:3]=1.[OH-].[Na+]>>[Cl:1][C:2]1[CH:7]=[CH:6][C:5]([S:8][C:9]2[C:10]3[C:27]([S:28]([CH3:31])(=[O:30])=[O:29])=[CH:26][CH:25]=[N:24][C:11]=3[N:12]3[C:17]=2[CH:16]([CH2:18][C:19]([OH:21])=[O:20])[CH2:15][CH2:14][CH2:13]3)=[CH:4][CH:3]=1 |f:1.2|. Procedure details: To the compound of Step 10 dissolved in a 1/1 mixture of TBF-MeOH was added 1N NaOH. After a period of 18 h at room temperature, the reaction mixture was partitioned between saturated NH4Cl and EtOAc. The organic phase was separated, dried over Na2SO4 and evaporated to provide the title compound. Starting materials: C(C1=CC=CC=C1)C1=CC=C(C=C1)O (4-benzylphenol), [H-].[Na+] (sodium hydride), BrCCCCl (1-bromo-3-chloropropane). Run in CN(C=O)C (dimethylformamide). Reaction conditions: time 2 hour. The product is C.ClCCCOC1=CC=C(C=C1)CC1=CC=CC=C1 (4-chloropropoxyphenyl-1-phenyl-methane methane). Isolated yield 164.2%. Reaction SMILES: [H-].[Na+].[CH2:3]([C:10]1[CH:15]=[CH:14][C:13]([OH:16])=[CH:12][CH:11]=1)[C:4]1[CH:9]=[CH:8][CH:7]=[CH:6][CH:5]=1.Br[CH2:18][CH2:19][CH2:20][Cl:21]>CN(C)C=O>[CH4:3].[Cl:21][CH2:20][CH2:19][CH2:18][O:16][C:13]1[CH:12]=[CH:11][C:10]([CH2:3][C:4]2[CH:5]=[CH:6][CH:7]=[CH:8][CH:9]=2)=[CH:15][CH:14]=1 |f:0.1,5.6|. Procedure: To a suspension of sodium hydride (60%, 2.0 g, 49 mmol) in dimethylformamide (200 mL) was added 4-benzylphenol (6.0 g, 33 mmol) portionwise. The mixture was stirred at room temperature for 2 hours, then 1-bromo-3-chloropropane (5.1 mL, 49 mmol) was added and the mixture was stirred at room temperature overnight. The reaction was quenched with methanol (10 mL) and filtered through Celite®. The filtrate was taken up in ether (300 mL), washed thrice with water (150 mL) and dried over sodium sulfate...